This data is from the Open Reaction Database (ORD), a public repository of structured organic reaction records. The task is: describe an organic reaction: reactants, conditions, products, and yield Starting materials: C(C)(=O)OCC (ethyl acetate), C(C1=CC=CC=C1)NCC=1N=C(OC1C(=O)OC)C1=CC=C(C=C1)OCCCCl (methyl 4-[(benzylamino)methyl]-2-[4-(3-chloropropoxy)phenyl]-1,3-oxazole-5-carboxylate), CC1NCCC1 (2-methylpyrrolidine), C([O-])([O-])=O.[K+].[K+] (potassium carbonate). Run in C(C)#N (acetonitrile). Conditions: temperature 110 celsius, time 8 hour. Product: C(C1=CC=CC=C1)NCC=1N=C(OC1C(=O)OC)C1=CC=C(C=C1)OCCCN1C(CCC1)C (methyl 4-[(benzylamino)methyl]-2-{4-[3-(2-methyl-1-pyrrolidinyl) propoxy]phenyl}-1,3-oxazole-5-carboxylate). RXN SMILES: [CH2:1]([NH:8][CH2:9][C:10]1[N:11]=[C:12]([C:19]2[CH:24]=[CH:23][C:22]([O:25][CH2:26][CH2:27][CH2:28]Cl)=[CH:21][CH:20]=2)[O:13][C:14]=1[C:15]([O:17][CH3:18])=[O:16])[C:2]1[CH:7]=[CH:6][CH:5]=[CH:4][CH:3]=1.[CH3:30][CH:31]1[CH2:35][CH2:34][CH2:33][NH:32]1.C(=O)([O-])[O-].[K+].[K+].C(OCC)(=O)C>C(#N)C>[CH2:1]([NH:8][CH2:9][C:10]1[N:11]=[C:12]([C:19]2[CH:24]=[CH:23][C:22]([O:25][CH2:26][CH2:27][CH2:28][N:32]3[CH2:33][CH2:34][CH2:35][CH:31]3[CH3:30])=[CH:21][CH:20]=2)[O:13][C:14]=1[C:15]([O:17][CH3:18])=[O:16])[C:2]1[CH:7]=[CH:6][CH:5]=[CH:4][CH:3]=1 |f:2.3.4|. Procedure: A suspension of methyl 4-[(benzylamino)methyl]-2-[4-(3-chloropropoxy)phenyl]-1,3-oxazole-5-carboxylate i94 (0.11 g, 0.27 mmol, 1 eq), 2-methylpyrrolidine (30 μl, 0.32 mmol, 1.2 eq) and potassium carbonate (0.15 g, 1.06 mmol, 4 eq) in acetonitrile (5 ml) is stirred at 110° C. overnight. The mixture is then poured into ethyl acetate (50 ml) and washed with water. The organic layer is dried over magnesium sulfate and concentrated under reduced pressure. Two successive purifications over silicagel (... Reactants: C[Si](N([Si](C)(C)C)CCN(C)C)(C)C (N,N-Bis(trimethylsilyl)-2-(N′,N′-dimethylamino)ethylamine), CN(C)CCNC(=CC(C)=O)C (4-(2-(N,N-dimethylamino)ethylamino)-3-penten-2-one), CC(C)([O-])C.[Na+] (sodium t-butoxide), FC(C(C(=O)O)(F)F)(F)F (pentafluoropropionic acid). Solvent: O1CCCC1 (tetrahydrofuran). Conditions: time 1 hour. Product: CN(C)CCNC(C)=CC(C)=NCCN(C)C (N-(2-(N,N-dimethylamino)ethyl)-4-(2-(N,N-dimethylamino)ethylimino)-2-penten-2-amine). As a reaction SMILES: C[Si](C)(C)[N:3]([CH2:8][CH2:9][N:10]([CH3:12])[CH3:11])[Si](C)(C)C.[CH3:15][N:16]([CH2:18][CH2:19][NH:20][C:21]([CH3:26])=[CH:22][C:23](=O)[CH3:24])[CH3:17].FC(F)(F)C(F)(F)C(O)=O.CC(C)([O-])C.[Na+]>O1CCCC1>[CH3:11][N:10]([CH2:9][CH2:8][NH:3][C:23](=[CH:22][C:21](=[N:20][CH2:19][CH2:18][N:16]([CH3:15])[CH3:17])[CH3:26])[CH3:24])[CH3:12] |f:3.4|. Procedure: 3.48 g (0.015 moles) of N,N-Bis(trimethylsilyl)-2-(N′,N′-dimethylamino)ethylamine were mixed with 1.7 g (0.01 moles) of 4-(2-(N,N-dimethylamino)ethylamino)-3-penten-2-one. To this mixture was added 1.64 g (0.0125 moles) of pentafluoropropionic acid dropwise over 5 minutes with rapid stirring. The mixture darkened and became warm, eventually forming two immiscible layers, and was allowed to stir for 1 hour. 0.98 g (0.0125 moles) of sodium t-butoxide dissolved in 5 ml of tetrahydrofuran was then a... Starting materials: ClC=1C=CC(=C(C1)C(C(=O)OC)(C1=C(C=C(C=C1)C(F)(F)F)[N+](=O)[O-])F)OC (5-chloro-α-fluoro-2-methoxy-α-[2-nitro-4-(trifluoromethyl)phenyl]benzeneacetic acid, methyl ester), [OH-].[Na+] (sodium hydroxide). Solvent: CO (methanol). Reaction conditions: temperature 50 celsius, time 4.5 hour. Yields the product ClC=1C=CC(=C(C1)C(C(=O)O)(C1=C(C=C(C=C1)C(F)(F)F)[N+](=O)[O-])F)OC (5-Chloro-α-fluoro-2-methoxy-α-[2-nitro-4-(trifluoromethyl)-phenyl]benzeneacetic acid). Isolated yield 96.1%. Reaction SMILES: [Cl:1][C:2]1[CH:3]=[CH:4][C:5]([O:27][CH3:28])=[C:6]([C:8]([F:26])([C:13]2[CH:18]=[CH:17][C:16]([C:19]([F:22])([F:21])[F:20])=[CH:15][C:14]=2[N+:23]([O-:25])=[O:24])[C:9]([O:11]C)=[O:10])[CH:7]=1.[OH-].[Na+]>CO>[Cl:1][C:2]1[CH:3]=[CH:4][C:5]([O:27][CH3:28])=[C:6]([C:8]([F:26])([C:13]2[CH:18]=[CH:17][C:16]([C:19]([F:21])([F:22])[F:20])=[CH:15][C:14]=2[N+:23]([O-:25])=[O:24])[C:9]([OH:11])=[O:10])[CH:7]=1 |f:1.2|. Procedure: In a 3-necked 5-L round-bottomed flask, equipped with a mechanical stirrer and thermocouple, was suspended 5-chloro-α-fluoro-2-methoxy-α-[2-nitro-4-(trifluoromethyl)phenyl]benzeneacetic acid, methyl ester (450 g, 1.067 mol) in methanol (2.0 L) and 1.0 N aqueous sodium hydroxide (1.10 L, 1.10 mol). The reaction mixture was stirred for 4.5 hours at about 50° C. to complete the hydrolysis (determined by HPLC analysis). The reaction mixture was cooled to room temperature and concentrated on a rotary...